Dataset: the Open Reaction Database (ORD), a public repository of structured organic reaction records. Task: describe an organic reaction: reactants, conditions, products, and yield Starting materials: O (Water), OC=1C=C(C=O)C=CC1 (3-hydroxybenzaldehyde), FC(S(=O)(=O)OCC(F)(F)F)(F)F (2,2,2-trifluoroethyl trifluoromethanesulfonate), C(=O)([O-])[O-].[Cs+].[Cs+] (Cs2CO3). Run in CCOC(=O)C (AcOEt), CN(C)C=O (DMF). Conditions: time 1 hour. Product: FC(COC=1C=C(C=O)C=CC1)(F)F (3-(2,2,2-trifluoroethoxy)benzaldehyde). Reaction SMILES: [OH:1][C:2]1[CH:3]=[C:4]([CH:7]=[CH:8][CH:9]=1)[CH:5]=[O:6].FC(F)(F)S(O[CH2:16][C:17]([F:20])([F:19])[F:18])(=O)=O.C([O-])([O-])=O.[Cs+].[Cs+].O>CN(C=O)C.CCOC(C)=O>[F:18][C:17]([F:20])([F:19])[CH2:16][O:1][C:2]1[CH:3]=[C:4]([CH:7]=[CH:8][CH:9]=1)[CH:5]=[O:6] |f:2.3.4|. Reported procedure: A mixture of commercially available 3-hydroxybenzaldehyde (2.000 g; 16.40 mmol), 2,2,2-trifluoroethyl trifluoromethanesulfonate (4.561 g; 19.70 mmol), and Cs2CO3 (8.004 g; 24.60 mmol) in anh. DMF (30 ml) was stirred at rt, under nitrogen, for 1 h. Water and AcOEt were added and the organic layer was washed with water, dried over anh. MgSO4, filtered, and concentrated to dryness under reduced pressure affording 3-(2,2,2-trifluoroethoxy)benzaldehyde as a colorless oil. LC-MS (conditions A): tR=0.7... Starting materials: [H-].[Na+] (NaH), BrC1=CC=C(C=C1)N1N=CNC1=O (1-(4-Bromophenyl)-1H-1,2,4-triazol-5(4H)-one), C[Si](CCOCCl)(C)C (2-(Trimethylsilyl)ethoxymethyl chloride). Run in CN(C)C=O (DMF). Run at time 1 hour. The product is BrC1=CC=C(C=C1)N1N=CN(C1=O)COCC[Si](C)(C)C (1-(4-Bromophenyl)-4-((2-(trimethylsilyl)ethoxy)methyl)-1H-1,2,4-triazol-5(4H)-one). As a reaction SMILES: [H-].[Na+].[Br:3][C:4]1[CH:9]=[CH:8][C:7]([N:10]2[C:14](=[O:15])[NH:13][CH:12]=[N:11]2)=[CH:6][CH:5]=1.[CH3:16][Si:17]([CH3:24])([CH3:23])[CH2:18][CH2:19][O:20][CH2:21]Cl>CN(C=O)C>[Br:3][C:4]1[CH:5]=[CH:6][C:7]([N:10]2[C:14](=[O:15])[N:13]([CH2:21][O:20][CH2:19][CH2:18][Si:17]([CH3:24])([CH3:23])[CH3:16])[CH:12]=[N:11]2)=[CH:8][CH:9]=1 |f:0.1|. Procedure: To dry NaH (67.8 mg, 2.83 mmol) under an Argon atmosphere was added a solution of compound 84b (532 mg, 1.88 mmol) in anhydrous DMF (5 mL) slowly over 2 min. The mixture was stirred at rt for 1 h and then cooled to 0° C. 2-(Trimethylsilyl)ethoxymethyl chloride (0.612 mL, 3.391 mmol) was added dropwise over 2 min. After stirring at rt for 1 h, the mixture was quenched carefully with 1 mL of saturated aqueous NH4Cl and poured into brine (75 mL). The mixture was extracted with EtOAc (3×25 mL) and t... Starting materials: O=C([O-])[O-], ClCCBr, [K+], [K+], CN(C)C=O, O, COC(=O)c1ccc(OC)c(O)c1. Product: COC(=O)c1ccc(OC)c(OCCCl)c1. RXN SMILES: [C:6](=[O:7])([O-:8])[O-:9].[Cl:25][CH2:26][CH2:27][Br:28].[K+:10].[K+:11].[O:1]=[CH:2][N:3]([CH3:4])[CH3:5].[OH2:29].[OH:12][c:13]1[cH:14][c:15]([C:16](=[O:17])[O:18][CH3:19])[cH:20][cH:21][c:22]1[O:23][CH3:24]>>[O:12]([c:13]1[cH:14][c:15]([C:16](=[O:17])[O:18][CH3:19])[cH:20][cH:21][c:22]1[O:23][CH3:24])[CH2:27][CH2:26][Cl:25]. Reactants: NC1=NC(=C2N=CN(C2=N1)CC(=O)OCC)C=1OC=CC1 (ethyl 2-amino-6-(2-furyl)-9H-purine-9-acetate), [OH-].[Na+] (NaOH), [F-].C(CCC)[N+](CCCC)(CCCC)CCCC (tetra-n butylammonium fluoride). Solvent: O (water), CO (MeOH). Yields the product NC1=NC(=C2N=CN(C2=N1)CC(=O)O)C=1OC=CC1 (2-Amino-6-(2-furyl)-9H-purine-9-acetic acid). The yield is 72.1%. As a reaction SMILES: [NH2:1][C:2]1[N:10]=[C:9]2[C:5]([N:6]=[CH:7][N:8]2[CH2:11][C:12]([O:14]CC)=[O:13])=[C:4]([C:17]2[O:18][CH:19]=[CH:20][CH:21]=2)[N:3]=1.[OH-].[Na+].[F-].C([N+](CCCC)(CCCC)CCCC)CCC>CO.O>[NH2:1][C:2]1[N:10]=[C:9]2[C:5]([N:6]=[CH:7][N:8]2[CH2:11][C:12]([OH:14])=[O:13])=[C:4]([C:17]2[O:18][CH:19]=[CH:20][CH:21]=2)[N:3]=1 |f:1.2,3.4|. Procedure details: A solution of ethyl 2-amino-6-(2-furyl)-9H-purine-9-acetate (200 mg, 0.69 mmol) in MeOH (3 mL) was treated with aq NaOH (2-M, 0.5 mL, 1 mmol), refluxed for 10 min, cooled, diluted with water, acidified with aq HCl (1-M) and the resulting solid filtered, washed with water and dried to give the title compound (129 mg, 72%) as a yellow solid. Starting materials: FC1=C(CN2C3=C(NCC2)N=CC(=C3)C3=CC=C(C(=O)O)C=C3)C=C(C=C1)F (4-[1-(2,5-Difluorobenzyl)-1,2,3,4-tetrahydropyrido[2,3-b]pyrazin-7-yl]benzoic acid), N1CCOCC1 (morpholine). Product: FC1=C(CN2C3=C(NCC2)N=CC(=C3)C3=CC=C(C=C3)C(=O)N3CCOCC3)C=C(C=C1)F ({4-[1-(2,5-Difluorobenzyl)-1,2,3,4-tetrahydropyrido[2,3-b]pyrazin-7-yl]phenyl}-morpholin-4-yl-methanone). The yield is 59.0%. Reaction SMILES: [F:1][C:2]1[CH:27]=[CH:26][C:25]([F:28])=[CH:24][C:3]=1[CH2:4][N:5]1[CH2:10][CH2:9][NH:8][C:7]2[N:11]=[CH:12][C:13]([C:15]3[CH:23]=[CH:22][C:18]([C:19]([OH:21])=O)=[CH:17][CH:16]=3)=[CH:14][C:6]1=2.[NH:29]1[CH2:34][CH2:33][O:32][CH2:31][CH2:30]1>>[F:1][C:2]1[CH:27]=[CH:26][C:25]([F:28])=[CH:24][C:3]=1[CH2:4][N:5]1[CH2:10][CH2:9][NH:8][C:7]2[N:11]=[CH:12][C:13]([C:15]3[CH:16]=[CH:17][C:18]([C:19]([N:29]4[CH2:34][CH2:33][O:32][CH2:31][CH2:30]4)=[O:21])=[CH:22][CH:23]=3)=[CH:14][C:6]1=2. Procedure details: 4-[1-(2,5-Difluorobenzyl)-1,2,3,4-tetrahydropyrido[2,3-b]pyrazin-7-yl]benzoic acid (60 mg) was reacted with morpholine as in General Procedure 8 to give the title compound as a light yellow foam (59% yield). M.p. (foam), LCMS: m/z=451.21 (M+H+), 1H-NMR (CDCl3, 400 MHz) δ 3.444-3.48 (m, 2H), 3.62-3.66 (m, 2H), 3.64-3.76 (m, 8H), 4.50 (s, 2H), 5.00 (s, 1H), 6.75 (s, 1H), 6.84-7.15 (m, 3H) 7.43 (dd, J=8.3 Hz, 4H), 7.71 (d, J=1.8 Hz, 1H).